This data is from the Open Reaction Database (ORD), a public repository of structured organic reaction records. The task is: describe an organic reaction: reactants, conditions, products, and yield Starting materials: C(CCCCCCC\C=C/CCCCCCCC)Br (oleyl bromide), C([O-])([O-])=O.[K+].[K+] (potassium carbonate), [I-].[K+] (potassium iodide), C1(CCCCC1)=O (cyclohexanone), C(CCCCCCC\C=C/CCCCCCCC)Br (oleyl bromide), CO.C(Cl)(Cl)Cl (MeOH CHCl3). Solvent: [Al] (aluminum). Conditions: temperature 100 celsius, time 18 hour. The product is C(CCCCCCCC=CCCCCCCCC)OC=1C=C(C=O)C=CC1OCCCCCCCCC=CCCCCCCCC (3,4-Bis-octadec-9-enyloxy-benzaldehyde). The yield is 69.0%. As a reaction SMILES: [CH2:1](Br)[CH2:2][CH2:3][CH2:4][CH2:5][CH2:6][CH2:7][CH2:8]/[CH:9]=[CH:10]\[CH2:11][CH2:12][CH2:13][CH2:14][CH2:15][CH2:16][CH2:17][CH3:18].[C:20](=[O:23])([O-])[O-].[K+].[K+].[I-].[K+].[CH3:28][OH:29].C(Cl)(Cl)Cl.[C:34]1(=[O:40])[CH2:39][CH2:38][CH2:37][CH2:36][CH2:35]1>[Al]>[CH2:1]([O:40][C:34]1[CH:39]=[C:38]([CH:37]=[CH:36][C:35]=1[O:23][CH2:20][CH2:1][CH2:2][CH2:3][CH2:4][CH2:5][CH2:6][CH2:7][CH:8]=[CH:9][CH2:10][CH2:11][CH2:12][CH2:13][CH2:14][CH2:15][CH2:16][CH3:17])[CH:28]=[O:29])[CH2:2][CH2:3][CH2:4][CH2:5][CH2:6][CH2:7][CH2:8][CH:9]=[CH:10][CH2:11][CH2:12][CH2:13][CH2:14][CH2:15][CH2:16][CH2:17][CH3:18] |f:1.2.3,4.5,6.7|. Reported procedure: To a solution of oleyl bromide (1.8 g, 5.4 mmol) in cyclohexanone (20 ml) was added protocatachualdehyde (0.341 g, 2.5 mmol), potassium carbonate (1.02 g, 7.4 mmol) and potassium iodide (0.05 g, 0.3 mmol). The suspension was stirred at 100° C. for 18 hours under nitrogen. Due to the light sensitivity of the oleyl bromide the flask was covered in aluminum foil. TLC (10% MeOH/CHCl3) showed the reaction was complete. The hot reaction mixture was filtered to remove some of the particulates and the s... Reactants: C(C)OC1=CC=C(C=C1)C1=C2C=C(NC2=CC=C1)C(=O)O (4-(4-ethoxy-phenyl)-1H-indole-2-carboxylic acid), Cl.Cl.Cl.NC1CCN(CC1)C[C@H](C)N1CCC(CC1)O (1-[(S)-2-(4-Amino-piperidin-1-yl)-1-methyl-ethyl]-piperidin-4-ol trihydrochloride). Product: OC1CCN(CC1)[C@H](CN1CCC(CC1)NC(=O)C=1NC2=CC=CC(=C2C1)C1=CC=C(C=C1)OCC)C (4-(4-Ethoxy-phenyl)-1H-indole-2-carboxylic acid {1-[(S)-2-(4-hydroxy-piperidin-1-yl)-propyl]-piperidin-4-yl}-amide). RXN SMILES: [CH2:1]([O:3][C:4]1[CH:9]=[CH:8][C:7]([C:10]2[CH:18]=[CH:17][CH:16]=[C:15]3[C:11]=2[CH:12]=[C:13]([C:19](O)=[O:20])[NH:14]3)=[CH:6][CH:5]=1)[CH3:2].Cl.Cl.Cl.[NH2:25][CH:26]1[CH2:31][CH2:30][N:29]([CH2:32][C@@H:33]([N:35]2[CH2:40][CH2:39][CH:38]([OH:41])[CH2:37][CH2:36]2)[CH3:34])[CH2:28][CH2:27]1>>[OH:41][CH:38]1[CH2:37][CH2:36][N:35]([C@@H:33]([CH3:34])[CH2:32][N:29]2[CH2:28][CH2:27][CH:26]([NH:25][C:19]([C:13]3[NH:14][C:15]4[C:11]([CH:12]=3)=[C:10]([C:7]3[CH:6]=[CH:5][C:4]([O:3][CH2:1][CH3:2])=[CH:9][CH:8]=3)[CH:18]=[CH:17][CH:16]=4)=[O:20])[CH2:31][CH2:30]2)[CH2:40][CH2:39]1 |f:1.2.3.4|. Reported procedure: This compound is synthesized analogously to example 1 from 4-(4-ethoxy-phenyl)-1H-indole-2-carboxylic acid, (preparation analogously to 128, see example 141) and amine 50. The reactants are COc1ccc(N2CCOCC2)c2sc(NC(=O)c3ccnc(Br)c3)nc12, O=C([O-])[O-], CCCNC, [Cs+], [Cs+], CN(C)C=O. The product is CCCN(C)c1cc(C(=O)Nc2nc3c(OC)ccc(N4CCOCC4)c3s2)ccn1. RXN SMILES: [Br:1][c:2]1[cH:3][c:4]([C:5](=[O:6])[NH:7][c:8]2[s:9][c:10]3[c:11]([n:12]2)[c:13]([O:23][CH3:24])[cH:14][cH:15][c:16]3[N:17]2[CH2:18][CH2:19][O:20][CH2:21][CH2:22]2)[cH:25][cH:26][n:27]1.[C:28](=[O:29])([O-:30])[O-:31].[CH3:34][NH:35][CH2:36][CH2:37][CH3:38].[Cs+:32].[Cs+:33].[O:39]=[CH:40][N:41]([CH3:42])[CH3:43]>>[c:2]1([N:35]([CH3:34])[CH2:36][CH2:37][CH3:38])[cH:3][c:4]([C:5](=[O:6])[NH:7][c:8]2[s:9][c:10]3[c:11]([n:12]2)[c:13]([O:23][CH3:24])[cH:14][cH:15][c:16]3[N:17]2[CH2:18][CH2:19][O:20][CH2:21][CH2:22]2)[cH:25][cH:26][n:27]1. Product: CNC(=O)Cc1c(-c2ccccc2)nc2n(C)c3ccc(C)cc3n12. Starting materials: Cc1ccc2c(c1)n1c(CC(=O)O)c(-c3ccccc3)nc1n2C, CN, Cl, C1CCOC1. RXN SMILES: [CH3:1][c:2]1[cH:3][cH:4][c:5]2[c:6]([n:7]3[c:8]([n:9]2[CH3:10])[n:11][c:12](-[c:18]2[cH:19][cH:20][cH:21][cH:22][cH:23]2)[c:13]3[CH2:14][C:15](=[O:16])[OH:17])[cH:24]1.[CH3:25][NH2:26].[ClH:27].[O:28]1[CH2:29][CH2:30][CH2:31][CH2:32]1>>[CH3:1][c:2]1[cH:3][cH:4][c:5]2[c:6]([n:7]3[c:8]([n:9]2[CH3:10])[n:11][c:12](-[c:18]2[cH:19][cH:20][cH:21][cH:22][cH:23]2)[c:13]3[CH2:14][C:15](=[O:16])[NH:26][CH3:25])[cH:24]1.